The task is: describe an organic reaction: reactants, conditions, products, and yield. This data is from the Open Reaction Database (ORD), a public repository of structured organic reaction records. Starting materials: [Al+3], CC1CN(Cc2ccccc2)CCC1=NO, C1CCOC1, [H-], [H-], [H-], [H-], [Li+]. Yields the product CC1CN(Cc2ccccc2)CCC1N. As a reaction SMILES: [Al+3:18].[CH2:1]([c:2]1[cH:3][cH:4][cH:5][cH:6][cH:7]1)[N:8]1[CH2:9][CH:10]([CH3:16])[C:11](=[N:14][OH:15])[CH2:12][CH2:13]1.[CH2:23]1[O:24][CH2:25][CH2:26][CH2:27]1.[H-:17].[H-:20].[H-:21].[H-:22].[Li+:19]>>[CH2:1]([c:2]1[cH:3][cH:4][cH:5][cH:6][cH:7]1)[N:8]1[CH2:9][CH:10]([CH3:16])[CH:11]([NH2:14])[CH2:12][CH2:13]1. Run in C1CCOC1.CO (THF MeOH). Procedure details: To a solution of tert-butyl (2S)-2-methyl-8-[(1Z)-prop-1-en-1-yl]-2,3-dihydrothieno[2,3-f][1,4]oxazepine-4(5H)-carboxylate (390 mg) in THF-MeOH (2:1, 15 ml) was added 10% palladium on carbon (50 mg), and the mixture was stirred for 1 hr under a hydrogen atmosphere. The reaction solution was filtered, and concentrated under reduced pressure. The residue was purified by silica gel column chromatography (solvent gradient; 0→15% ethyl acetate/hexane) to give the title compound (366 mg, 93%) as a col... Isolated yield 93.2%. Yields the product C[C@@H]1OC2=C(CN(C1)C(=O)OC(C)(C)C)SC=C2CCC (tert-butyl (2S)-2-methyl-8-propyl-2,3-dihydrothieno[2,3-f][1,4]oxazepine-4(5H)-carboxylate). Reagents/catalysts: [Pd] (palladium on carbon). Conditions: time 1 hour. RXN SMILES: [CH3:1][C@H:2]1[CH2:8][N:7]([C:9]([O:11][C:12]([CH3:15])([CH3:14])[CH3:13])=[O:10])[CH2:6][C:5]2[S:16][CH:17]=[C:18](/[CH:19]=[CH:20]\[CH3:21])[C:4]=2[O:3]1>C1COCC1.CO.[Pd]>[CH3:1][C@H:2]1[CH2:8][N:7]([C:9]([O:11][C:12]([CH3:13])([CH3:14])[CH3:15])=[O:10])[CH2:6][C:5]2[S:16][CH:17]=[C:18]([CH2:19][CH2:20][CH3:21])[C:4]=2[O:3]1 |f:1.2|. Starting materials: C[C@@H]1OC2=C(CN(C1)C(=O)OC(C)(C)C)SC=C2\C=C/C (tert-butyl (2S)-2-methyl-8-[(1Z)-prop-1-en-1-yl]-2,3-dihydrothieno[2,3-f][1,4]oxazepine-4(5H)-carboxylate).